Dataset: the Open Reaction Database (ORD), a public repository of structured organic reaction records. Task: describe an organic reaction: reactants, conditions, products, and yield Reported procedure: Bromine (0.271 mL, 5.26 mmol) was added dropwise to a stirred mixture of the product of Step 1 (411 mg, 2.10 mmol) and NaOAc (863 mg, 10.5 mmol) in acetic acid (9.17 mL) and the mixture was stirred at room temperature for 4 h. The reaction was quenched with brine and the aqueous layer was extracted with ethyl acetate (3×). The combined organics were washed with brine, dried (sodium sulfate), filtered, and concentrated. The residue was purified by chromatography on silica gel (0-100% ethyl acetat... RXN SMILES: [Br:1]Br.[CH:3]1([C:6]([CH:13]2[CH2:15][CH2:14]2)([C:8]2[S:9][CH:10]=[CH:11][N:12]=2)[OH:7])[CH2:5][CH2:4]1.CC([O-])=O.[Na+]>C(O)(=O)C>[Br:1][C:10]1[S:9][C:8]([C:6]([CH:3]2[CH2:5][CH2:4]2)([CH:13]2[CH2:14][CH2:15]2)[OH:7])=[N:12][CH:11]=1 |f:2.3|. Solvent: C(C)(=O)O (acetic acid). Reactants: BrBr (Bromine), C1(CC1)C(O)(C=1SC=CN1)C1CC1 (dicyclopropyl(1,3-thiazol-2-yl)methanol), CC(=O)[O-].[Na+] (NaOAc). Yields the product BrC1=CN=C(S1)C(O)(C1CC1)C1CC1 ((5-bromo-1,3-thiazol-2-yl)(dicyclopropyl)methanol). Run at time 4 hour. Yield: 57.1%.